This data is from the Open Reaction Database (ORD), a public repository of structured organic reaction records. The task is: describe an organic reaction: reactants, conditions, products, and yield Starting materials: C(C)(C)(C)N (t-butylamine), S1C(=CC=C1)S(=O)(=O)Cl (2-thiophenesulfonyl chloride). The solvent is O1CCCC1 (tetrahydrofuran). Run at time 8 hour. Yields the product CC(C)(C)NS(=O)(=O)C=1SC=CC1 (N-(1,1-Dimethylethyl)-2-thiophenesulfonamide). The yield is 93.5%. Reaction SMILES: [C:1]([NH2:5])([CH3:4])([CH3:3])[CH3:2].[S:6]1[CH:10]=[CH:9][CH:8]=[C:7]1[S:11](Cl)(=[O:13])=[O:12]>O1CCCC1>[CH3:2][C:1]([NH:5][S:11]([C:7]1[S:6][CH:10]=[CH:9][CH:8]=1)(=[O:13])=[O:12])([CH3:4])[CH3:3]. Procedure: To a solution of t-butylamine (8.35 g, 0.114 mol) in dry tetrahydrofuran (THF) (20 mL) cooled to 0° C. was added dropwise 2-thiophenesulfonyl chloride (5.0 g, 27.4 mmol). After the addition was completed, the reaction mixture was warmed to ambient temperature and stirred overnight. The mixture was extracted with ethyl acetate (3×80 mL) and the combined extracts were washed with water, dried over molecular sieves and concentrated. The residue was chromatographed on silica, eluting with 25% ethyl ... Reactants: CC1=CNC2=CC=CC(=C12)OCC1=CC=CC=C1 (3-methyl-4-[(phenylmethyl)oxy]-1H-indole), BrC1=CC(=C(C=C1)O)F (4-bromo-2-fluorophenol), C([O-])([O-])=O.[K+].[K+] (potassium carbonate). The reagents and catalysts are [Cu](I)I (copper iodide). The solvent is CN1C(CCC1)=O (N-methyl-2-pyrrolidinone). Run at temperature 190 celsius. The product is FC1=C(C=CC(=C1)N1C=C(C2=C(C=CC=C12)OCC1=CC=CC=C1)C)O (2-Fluoro-4-{3-methyl-4-[(phenylmethyl)oxy]-1H-indol-1-yl}phenol). As a reaction SMILES: [CH3:1][C:2]1[C:10]2[C:5](=[CH:6][CH:7]=[CH:8][C:9]=2[O:11][CH2:12][C:13]2[CH:18]=[CH:17][CH:16]=[CH:15][CH:14]=2)[NH:4][CH:3]=1.Br[C:20]1[CH:25]=[CH:24][C:23]([OH:26])=[C:22]([F:27])[CH:21]=1.C(=O)([O-])[O-].[K+].[K+]>CN1CCCC1=O.[Cu](I)I>[F:27][C:22]1[CH:21]=[C:20]([N:4]2[C:5]3[C:10](=[C:9]([O:11][CH2:12][C:13]4[CH:18]=[CH:17][CH:16]=[CH:15][CH:14]=4)[CH:8]=[CH:7][CH:6]=3)[C:2]([CH3:1])=[CH:3]2)[CH:25]=[CH:24][C:23]=1[OH:26] |f:2.3.4|. Reported procedure: To a solution of 3-methyl-4-[(phenylmethyl)oxy]-1H-indole (R. A. Heacock et al. Canadian Journal of Chemistry, (1964), 42(3), 514) (617 mg, 2.60 mmol) in N-methyl-2-pyrrolidinone (10 mL) was added 4-bromo-2-fluorophenol (0.28 mL, 2.60 mmol), copper iodide (96 mg, 0.50 mmol) and potassium carbonate (867 mg, 6.28 mmol). The reaction mixture was heated in a Biotage Initiator™ Microwave Synthesizer at 190° C. for 3 hours. The mixture was filtered through a pad of Celite which was subsequently washed... Starting materials: C(C)(C)(C)OC(=O)N1CCN(CC1)C1=C2C=CN(C2=CC=C1)S(=O)(=O)C1=CC=CC=C1 (4-(1-benzenesulfonyl-1H-indol-4-yl)-piperazine-1-carboxylic acid tert-butyl ester). Run in FC(C(=O)O)(F)F (trifluoroacetic acid). The product is C1(=CC=CC=C1)S(=O)(=O)N1C=CC2=C(C=CC=C12)N1CCNCC1 (1-Benzenesulfonyl-4-piperazin-1-yl-1H-indole), hydrochloride salt. As a reaction SMILES: C(OC([N:8]1[CH2:13][CH2:12][N:11]([C:14]2[CH:22]=[CH:21][CH:20]=[C:19]3[C:15]=2[CH:16]=[CH:17][N:18]3[S:23]([C:26]2[CH:31]=[CH:30][CH:29]=[CH:28][CH:27]=2)(=[O:25])=[O:24])[CH2:10][CH2:9]1)=O)(C)(C)C>FC(F)(F)C(O)=O>[C:26]1([S:23]([N:18]2[C:19]3[C:15](=[C:14]([N:11]4[CH2:12][CH2:13][NH:8][CH2:9][CH2:10]4)[CH:22]=[CH:21][CH:20]=3)[CH:16]=[CH:17]2)(=[O:25])=[O:24])[CH:27]=[CH:28][CH:29]=[CH:30][CH:31]=1. Procedure: A solution of 125 mg (0.28 mmole) 4-(1-benzenesulfonyl-1H-indol-4-yl)-piperazine-1-carboxylic acid tert-butyl ester in 2 mL trifluoroacetic acid was stored at room temperature for 10 minutes. The solution was concentrated under reduced pressure and the residue was partitioned between 3 mL 10% sodium carbonate and 20 mL ethyl acetate. The organic phase was washed with 5 mL water, dried (magnesium sulfate) and concentrated. 1-Benzenesulfonyl-4-piperazin-1-yl-1H-indole (5) was isolated as the hydro... Starting materials: ClC1=C(C=CC=C1)S(=O)(=O)NCC=1OC=C(C(C1)=O)O (2-Chloro-N-(5-hydroxy-4-oxo-4H-pyran-2-ylmethyl)-benzenesulfonamide), OC=1C(C=C(OC1CO)CNS(=O)(=O)C1=CC=CC=C1)=O (N-(5-hydroxy-6-hydroxymethyl-4-oxo-4H-pyran-2-ylmethyl)-benzene sulfonamide). The product is ClC1=C(C=CC=C1)S(=O)(=O)NCC=1OC(=C(C(C1)=O)O)CO (2-Chloro-N-(5-hydroxy-6-hydroxymethyl-4-oxo-4H-pyran-2-ylmethyl)-benzenesulfonamide). The yield is 48.6%. Reaction SMILES: [Cl:1][C:2]1[CH:7]=[CH:6][CH:5]=[CH:4][C:3]=1[S:8]([NH:11][CH2:12][C:13]1[O:14][CH:15]=[C:16]([OH:20])[C:17](=[O:19])[CH:18]=1)(=[O:10])=[O:9].[OH:21][C:22]1C(=O)C=C(CNS(C2C=CC=CC=2)(=O)=O)OC=1CO>>[Cl:1][C:2]1[CH:7]=[CH:6][CH:5]=[CH:4][C:3]=1[S:8]([NH:11][CH2:12][C:13]1[O:14][C:15]([CH2:22][OH:21])=[C:16]([OH:20])[C:17](=[O:19])[CH:18]=1)(=[O:9])=[O:10]. Procedure: 2-Chloro-N-(5-hydroxy-6-hydroxymethyl-4-oxo-4H-pyran-2-ylmethyl)-benzenesulfonamide (9-03) (8.0 g, 48.59%) was synthesized as a white solid from 2-chloro-N-(5-hydroxy-4-oxo-4H-pyran-2-ylmethyl)-benzenesulfonamide (8-03) (15.0 g, 47.61 mmol) following the procedure described for N-(5-hydroxy-6-hydroxymethyl-4-oxo-4H-pyran-2-ylmethyl)-benzenesulfonamide (9-01). Reactants: solution, C[Al](C)C (trimethylaluminium), BrC=1C=CC=2N(C1)C=C(N2)C(=O)OCC (ethyl 6-bromoimidazo[1,2-a]pyridine-2-carboxylate), NC1=CC=CC=C1 (aniline), [Cl-].[NH4+] (ammonium chloride). Solvent: C1(=CC=CC=C1)C (toluene), C1(=CC=CC=C1)C (toluene). Run at time 2 hour. The product is BrC=1C=CC=2N(C1)C=C(N2)C(=O)NC2=CC=CC=C2 (6-bromo-N-phenylimidazo[1,2-a]pyridine-2-carboxamide). Isolated yield 69.9%. RXN SMILES: [NH2:1][C:2]1[CH:7]=[CH:6][CH:5]=[CH:4][CH:3]=1.C[Al](C)C.[Br:12][C:13]1[CH:14]=[CH:15][C:16]2[N:17]([CH:19]=[C:20]([C:22](OCC)=[O:23])[N:21]=2)[CH:18]=1.[Cl-].[NH4+]>C1(C)C=CC=CC=1>[Br:12][C:13]1[CH:14]=[CH:15][C:16]2[N:17]([CH:19]=[C:20]([C:22]([NH:1][C:2]3[CH:7]=[CH:6][CH:5]=[CH:4][CH:3]=3)=[O:23])[N:21]=2)[CH:18]=1 |f:3.4|. Procedure: To a solution of 3 g of aniline in 366 mL of toluene cooled to 0° C. are added dropwise 22.5 mL of a 2M solution of trimethylaluminium in toluene, followed by addition, at 20° C., of 5.6 g of ethyl 6-bromoimidazo[1,2-a]pyridine-2-carboxylate. The reaction mixture is stirred for 2 hours at room temperature. The resulting mixture is cooled to 4° C. and 150 mL of saturated ammonium chloride solution are then added. The reaction mixture is concentrated to dryness and is then taken up in 400 mL of wa... The reactants are COC(=O)c1ccc2c(c1)CC(C)(C)C(c1ccccc1NC(=O)c1ccccn1)N2, [Na+], C1CCOC1, [OH-]. Product: CC1(C)Cc2cc(C(=O)O)ccc2NC1c1ccccc1NC(=O)c1ccccn1. RXN SMILES: [CH3:1][C:2]1([CH3:31])[CH:3]([c:16]2[c:17]([NH:22][C:23]([c:24]3[cH:25][cH:26][cH:27][cH:28][n:29]3)=[O:30])[cH:18][cH:19][cH:20][cH:21]2)[NH:4][c:5]2[cH:6][cH:7][c:8]([C:12](=[O:13])[O:14][CH3:15])[cH:9][c:10]2[CH2:11]1.[Na+:33].[O:34]1[CH2:35][CH2:36][CH2:37][CH2:38]1.[OH-:32]>>[CH3:1][C:2]1([CH3:31])[CH:3]([c:16]2[c:17]([NH:22][C:23]([c:24]3[cH:25][cH:26][cH:27][cH:28][n:29]3)=[O:30])[cH:18][cH:19][cH:20][cH:21]2)[NH:4][c:5]2[cH:6][cH:7][c:8]([C:12](=[O:13])[OH:14])[cH:9][c:10]2[CH2:11]1. Starting materials: CC(C)(C)OC(=O)NC1(C(=O)O)CC1, Cc1nc(-c2c(F)cc(Cl)cc2-c2ccc3c(c2)CCC3N)no1. Yields the product Cc1nc(-c2c(F)cc(Cl)cc2-c2ccc3c(c2)CCC3NC(=O)C2(NC(=O)OC(C)(C)C)CC2)no1. As a reaction SMILES: [C:25]([CH3:26])([CH3:27])([CH3:28])[O:29][C:30](=[O:31])[NH:32][C:33]1([C:36](=[O:37])[OH:38])[CH2:34][CH2:35]1.[Cl:1][c:2]1[cH:3][c:4]([F:24])[c:5](-[c:18]2[n:19][o:20][c:21]([CH3:23])[n:22]2)[c:6](-[c:8]2[cH:9][c:10]3[c:14]([cH:15][cH:16]2)[CH:13]([NH2:17])[CH2:12][CH2:11]3)[cH:7]1>>[Cl:1][c:2]1[cH:3][c:4]([F:24])[c:5](-[c:18]2[n:19][o:20][c:21]([CH3:23])[n:22]2)[c:6](-[c:8]2[cH:9][c:10]3[c:14]([cH:15][cH:16]2)[CH:13]([NH:17][C:36]([C:33]2([NH:32][C:30]([O:29][C:25]([CH3:26])([CH3:27])[CH3:28])=[O:31])[CH2:34][CH2:35]2)=[O:37])[CH2:12][CH2:11]3)[cH:7]1. Yields the product O1C(=NC2=C1C=CC=C2)NC2=CC(=C(C=C2Cl)CC(=O)OCC)F (ethyl (4-(2-benzoxazolyl)amino-5-chloro-2-fluorophenyl)acetate). Procedure: In xylene (4 ml), 2-chlorobenzoxazole (278 μl, 2.43 mmol) and ethyl (4-amino-5-chloro-2-fluorophenyl)acetate (512 mg, 2.21 mmol) were heated under reflux for 2 hours. After the reaction mixture was cooled to room temperature, the solvent was distilled off under reduced pressure. The residue was dissolved in ethyl acetate. The resulting solution was washed with a saturated aqueous solution of sodium bicarbonate, dried over anhydrous sodium sulfate, and distilled under reduced pressure to remove t... The reactants are ClC=1OC2=C(N1)C=CC=C2 (2-chlorobenzoxazole), NC1=CC(=C(C=C1Cl)CC(=O)OCC)F (ethyl (4-amino-5-chloro-2-fluorophenyl)acetate). As a reaction SMILES: Cl[C:2]1[O:3][C:4]2[CH:10]=[CH:9][CH:8]=[CH:7][C:5]=2[N:6]=1.[NH2:11][C:12]1[C:17]([Cl:18])=[CH:16][C:15]([CH2:19][C:20]([O:22][CH2:23][CH3:24])=[O:21])=[C:14]([F:25])[CH:13]=1>C1(C)C(C)=CC=CC=1>[O:3]1[C:4]2[CH:10]=[CH:9][CH:8]=[CH:7][C:5]=2[N:6]=[C:2]1[NH:11][C:12]1[C:17]([Cl:18])=[CH:16][C:15]([CH2:19][C:20]([O:22][CH2:23][CH3:24])=[O:21])=[C:14]([F:25])[CH:13]=1. Run in C=1(C(=CC=CC1)C)C (xylene). Isolated yield 74.0%.